Task: describe an organic reaction: reactants, conditions, products, and yield. Dataset: the Open Reaction Database (ORD), a public repository of structured organic reaction records Reactants: CI (Methyl iodide), CN1CC(CCC1)C1=NC(=NO1)C1=C(NC2=CC=CC=C12)C (1-methyl-3-[3-(methylindol-3-yl)-1,2,4-oxadiazol-5-yl]piperidine). Run in CC(=O)C (acetone). Reaction conditions: time 2 hour. The product is [I-].C[N+]1(CC(CCC1)C1=NC(=NO1)C1=C(NC2=CC=CC=C12)C)C (1,1-Dimethyl-3-[3-(Methylindol-3-yl)-1,2,4-oxadiazol-5-yl]piperidinium iodide). Yield: 67.6%. As a reaction SMILES: [CH3:1][I:2].[CH3:3][N:4]1[CH2:9][CH2:8][CH2:7][CH:6]([C:10]2[O:14][N:13]=[C:12]([C:15]3[C:23]4[C:18](=[CH:19][CH:20]=[CH:21][CH:22]=4)[NH:17][C:16]=3[CH3:24])[N:11]=2)[CH2:5]1>CC(C)=O>[I-:2].[CH3:3][N+:4]1([CH3:1])[CH2:9][CH2:8][CH2:7][CH:6]([C:10]2[O:14][N:13]=[C:12]([C:15]3[C:23]4[C:18](=[CH:19][CH:20]=[CH:21][CH:22]=4)[NH:17][C:16]=3[CH3:24])[N:11]=2)[CH2:5]1 |f:3.4|. Reported procedure: Methyl iodide (200 mg) was added to a stirred solution of 1-methyl-3-[3-(methylindol-3-yl)-1,2,4-oxadiazol-5-yl]piperidine (300 mg) in anhydrous acetone (20 ml) at room temperature. After stirring at room temperature for two hours the precipitate was isolated by filtration and dried to afford the title compound (300 mg), mp 250° C.; Found C, 49.09; H, 5.34; N, 12.43, C18H23N4OI requires C, 49.32; H, 5.29; N, 12.78%; δH (360 MHz, DMSO), 1.68-2.18 (4H, m, 2×CH2), 3.21 (3H, s, NMe), 3.24 (3H, s, NM... The reactants are O=Cc1c(F)ccc(OCc2ccccc2)c1F, CO, Cl, [K+], [OH-], O, c1cncc(-c2cnc3[nH]ccc3c2)c1. The product is OC(c1c(F)ccc(OCc2ccccc2)c1F)c1c[nH]c2ncc(-c3cccnc3)cc12. Reaction SMILES: [CH2:16]([c:17]1[cH:18][cH:19][cH:20][cH:21][cH:22]1)[O:23][c:24]1[c:25]([F:33])[c:26]([CH:27]=[O:28])[c:29]([F:32])[cH:30][cH:31]1.[CH3:37][OH:38].[ClH:36].[K+:35].[OH-:34].[OH2:39].[n:1]1[cH:2][c:3](-[c:7]2[cH:8][c:9]3[c:10]([n:11][cH:12]2)[nH:13][cH:14][cH:15]3)[cH:4][cH:5][cH:6]1>>[n:1]1[cH:2][c:3](-[c:7]2[cH:8][c:9]3[c:10]([n:11][cH:12]2)[nH:13][cH:14][c:15]3[CH:27]([c:26]2[c:25]([F:33])[c:24]([O:23][CH2:16][c:17]3[cH:18][cH:19][cH:20][cH:21][cH:22]3)[cH:31][cH:30][c:29]2[F:32])[OH:28])[cH:4][cH:5][cH:6]1. Starting materials: FC1=C(C(=CC=C1)F)C(C(C#C)=O)C1=NC(=C(C=C1)CO)C1=C(C=C(C=C1)F)F (1-(2,6-difluorophenyl)-1-[6-(2,4-difluorophenyl)-5-(hydroxymethyl)pyridin-2-yl]but-3-yn-2-one). The solvent is CN(C)CCN(C)C (TMEDA). The product is FC1=C(C=CC(=C1)F)C=1N2C=CC(C(=C2C=CC1CO)C1=C(C=CC=C1F)F)=O (6-(2,4-difluorophenyl)-1-(2,6-difluorophenyl)-7-(hydroxymethyl)-2H-quinolizin-2-one). The yield is 46.0%. RXN SMILES: [F:1][C:2]1[CH:7]=[CH:6][CH:5]=[C:4]([F:8])[C:3]=1[CH:9]([C:14]1[CH:19]=[CH:18][C:17]([CH2:20][OH:21])=[C:16]([C:22]2[CH:27]=[CH:26][C:25]([F:28])=[CH:24][C:23]=2[F:29])[N:15]=1)[C:10](=[O:13])[C:11]#[CH:12]>CN(CCN(C)C)C>[F:29][C:23]1[CH:24]=[C:25]([F:28])[CH:26]=[CH:27][C:22]=1[C:16]1[N:15]2[C:14]([CH:19]=[CH:18][C:17]=1[CH2:20][OH:21])=[C:9]([C:3]1[C:4]([F:8])=[CH:5][CH:6]=[CH:7][C:2]=1[F:1])[C:10](=[O:13])[CH:11]=[CH:12]2. Reported procedure: To a solution of 1-(2,6-difluorophenyl)-1-[6-(2,4-difluorophenyl)-5-(hydroxymethyl)pyridin-2-yl]but-3-yn-2-one (from Step E above, 1.0 g) in TMEDA was heated to 110° C. until reaction completed. The mixture was concentrated and purified by silica gel (100% acetone) to give title compound as a yellow solid (0.46 g). The reactants are CCOC(=O)CCc1ccc(OCc2ccccc2OCc2nc(-c3ccccc3)oc2C)cc1OCC, CCO, Cl, [Na+], C1CCOC1, [OH-], O. The product is CCOc1cc(OCc2ccccc2OCc2nc(-c3ccccc3)oc2C)ccc1CCC(=O)O. Reaction SMILES: [CH2:1]([CH3:2])[O:3][c:4]1[c:5]([CH2:32][CH2:33][C:34](=[O:35])[O:36][CH2:37][CH3:38])[cH:6][cH:7][c:8]([O:10][CH2:11][c:12]2[c:13]([O:18][CH2:19][c:20]3[n:21][c:22](-[c:26]4[cH:27][cH:28][cH:29][cH:30][cH:31]4)[o:23][c:24]3[CH3:25])[cH:14][cH:15][cH:16][cH:17]2)[cH:9]1.[CH3:48][CH2:49][OH:50].[ClH:46].[Na+:45].[O:39]1[CH2:40][CH2:41][CH2:42][CH2:43]1.[OH-:44].[OH2:47]>>[CH2:1]([CH3:2])[O:3][c:4]1[c:5]([CH2:32][CH2:33][C:34](=[O:35])[OH:36])[cH:6][cH:7][c:8]([O:10][CH2:11][c:12]2[c:13]([O:18][CH2:19][c:20]3[n:21][c:22](-[c:26]4[cH:27][cH:28][cH:29][cH:30][cH:31]4)[o:23][c:24]3[CH3:25])[cH:14][cH:15][cH:16][cH:17]2)[cH:9]1. The reactants are [BH4-], O=C(Cc1ccc2ccccc2c1)N1CCC(N(Cc2ccnc3ccccc23)C(=O)C(F)(F)F)CC1Cc1ccccc1, [Na+]. Product: O=C(Cc1ccc2ccccc2c1)N1CCC(NCc2ccnc3ccccc23)CC1Cc1ccccc1. Reaction SMILES: [BH4-:45].[CH2:1]([c:2]1[cH:3][cH:4][cH:5][cH:6][cH:7]1)[CH:8]1[N:9]([C:32]([CH2:33][c:34]2[cH:35][c:36]3[cH:37][cH:38][cH:39][cH:40][c:41]3[cH:42][cH:43]2)=[O:44])[CH2:10][CH2:11][CH:12]([N:14]([C:15](=[O:16])[C:17]([F:18])([F:19])[F:20])[CH2:21][c:22]2[cH:23][cH:24][n:25][c:26]3[cH:27][cH:28][cH:29][cH:30][c:31]23)[CH2:13]1.[Na+:46]>>[CH2:1]([c:2]1[cH:3][cH:4][cH:5][cH:6][cH:7]1)[CH:8]1[N:9]([C:32]([CH2:33][c:34]2[cH:35][c:36]3[cH:37][cH:38][cH:39][cH:40][c:41]3[cH:42][cH:43]2)=[O:44])[CH2:10][CH2:11][CH:12]([NH:14][CH2:21][c:22]2[cH:23][cH:24][n:25][c:26]3[cH:27][cH:28][cH:29][cH:30][c:31]23)[CH2:13]1.